Dataset: the Open Reaction Database (ORD), a public repository of structured organic reaction records. Task: describe an organic reaction: reactants, conditions, products, and yield Procedure details: To a solution of methyl 3-cyclohexyl-1-[2-(dimethylamino)-2-oxoethyl]-2-formyl-1H-indole-6-carboxylate (from Step 4) in MeOH (0.05 M) was added K2CO3 (1.05 eq.) and tosylmethyl isocyanide (1.05 eq.). The resulting solution was refluxed under nitrogen for 1.5 h. The mixture was diluted with EtOAc and the organic phase was extracted with HCl (1N) and brine. The organic phase was then dried over Na2SO4 and evaporated in vacuo to give the clean product (quantitative). The solvent is CO (MeOH), CCOC(=O)C (EtOAc). Yields the product C1(CCCCC1)C1=C(N(C2=CC(=CC=C12)C(=O)OC)CC(=O)N(C)C)C1=CN=CO1 (methyl 3-cyclohexyl-1-[2-(dimethylamino)-2-oxoethyl]-2-(1,3-oxazol-5-yl)-1H-indole-6-carboxylate). The reactants are C1(CCCCC1)C1=C(N(C2=CC(=CC=C12)C(=O)OC)CC(=O)N(C)C)C=O (methyl 3-cyclohexyl-1-[2-(dimethylamino)-2-oxoethyl]-2-formyl-1H-indole-6-carboxylate), C(=O)([O-])[O-].[K+].[K+] (K2CO3), S(=O)(=O)(C1=CC=C(C)C=C1)C[N+]#[C-] (tosylmethyl isocyanide). RXN SMILES: [CH:1]1([C:7]2[C:15]3[C:10](=[CH:11][C:12]([C:16]([O:18][CH3:19])=[O:17])=[CH:13][CH:14]=3)[N:9]([CH2:20][C:21]([N:23]([CH3:25])[CH3:24])=[O:22])[C:8]=2[CH:26]=[O:27])[CH2:6][CH2:5][CH2:4][CH2:3][CH2:2]1.C([O-])([O-])=O.[K+].[K+].S([CH2:44][N+:45]#[C-:46])(C1C=CC(C)=CC=1)(=O)=O>CO.CCOC(C)=O>[CH:1]1([C:7]2[C:15]3[C:10](=[CH:11][C:12]([C:16]([O:18][CH3:19])=[O:17])=[CH:13][CH:14]=3)[N:9]([CH2:20][C:21]([N:23]([CH3:24])[CH3:25])=[O:22])[C:8]=2[C:26]2[O:27][CH:46]=[N:45][CH:44]=2)[CH2:2][CH2:3][CH2:4][CH2:5][CH2:6]1 |f:1.2.3|. RXN SMILES: [CH3:1][O:2][C:3](=[O:9])[CH2:4][C:5](=[O:8])[CH2:6][CH3:7].[H-].[Na+].Br[CH2:13][C:14]1[CH:19]=[CH:18][C:17]([F:20])=[CH:16][CH:15]=1>CN(C)C=O.O1CCCC1>[CH3:1][O:2][C:3](=[O:9])[CH:4]([CH2:13][C:14]1[CH:19]=[CH:18][C:17]([F:20])=[CH:16][CH:15]=1)[C:5](=[O:8])[CH2:6][CH3:7] |f:1.2|. The product is COC(C(C(CC)=O)CC1=CC=C(C=C1)F)=O (2-(4-fluorobenzyl)-3-oxopentanoic Acid Methyl Ester). Reaction conditions: temperature 0 celsius, time 30 minute. Reactants: COC(CC(CC)=O)=O (3-Oxopentanoic acid methyl ester), [H-].[Na+] (sodium hydride), BrCC1=CC=C(C=C1)F (1-bromomethyl-4-fluorobenzene). Run in CN(C=O)C (N,N-dimethylformamide), O1CCCC1 (tetrahydrofuran), O1CCCC1 (tetrahydrofuran). Reported procedure: 3-Oxopentanoic acid methyl ester (7.5 g) was added to a stirred suspension of sodium hydride (60% in oil, 4.6 g) in N,N-dimethylformamide (20 mL) and tetrahydrofuran (80 mL) at 0° C. and the resulting mixture stirred at 0° C. for 30 minutes. A solution of 1-bromomethyl-4-fluorobenzene (7.0 mL) in tetrahydrofuran was added and the resulting mixture warmed to room temperature and then stirred at this temperature for 17 hours. The mixture was partitioned between ethyl acetate and water and the aque... Reactants: COC(=O)c1cc(Cl)ccc1O, CN(C)C=O, CCOC(C)=O, [K+], [K+], O=C([O-])[O-], O, Cc1ccc(S(=O)(=O)OCCCl)cc1. The product is COC(=O)c1cc(Cl)ccc1OCCCl. As a reaction SMILES: [CH3:1][O:2][C:3]([c:4]1[c:5]([OH:6])[cH:7][cH:8][c:9]([Cl:11])[cH:10]1)=[O:12].[CH3:33][N:34]([CH3:35])[CH:36]=[O:37].[CH3:38][CH2:39][O:40][C:41](=[O:42])[CH3:43].[K+:27].[K+:28].[O-:29][C:30]([O-:31])=[O:32].[OH2:44].[c:13]1([CH3:14])[cH:15][cH:16][c:17]([S:18]([O:19][CH2:23][CH2:24][Cl:25])(=[O:20])=[O:21])[cH:22][cH:26]1>>[CH3:1][O:2][C:3]([c:4]1[c:5]([O:6][CH2:23][CH2:24][Cl:25])[cH:7][cH:8][c:9]([Cl:11])[cH:10]1)=[O:12]. Starting materials: P(=O)(O)OP(=O)O.C(C)(C)C(C(C)C)(C(C)C)C(C)C (tetraisopropyl methane diphosphonate), ester, C1(CC=CCC1)(P(OC(C)C)(=O)OC(C)C)P(OC(C)C)(=O)OC(C)C (tetraisopropyl 3-cyclohexene-1,1-diphosphonate), ClC\C=C/CCCl (1,5-dichloro-cis-2-pentene). The product is C1(CC=CCC1)(P(O)(=O)O)P(O)(=O)O (3-cyclohexene-1,1-diphosphonic acid). As a reaction SMILES: P(OP(O)=O)(O)=O.C(C(C(C)C)(C(C)C)C(C)C)(C)C.[C:21]1([P:37]([O:43]C(C)C)(=[O:42])[O:38]C(C)C)([P:27]([O:33]C(C)C)(=[O:32])[O:28]C(C)C)[CH2:26][CH2:25][CH:24]=[CH:23][CH2:22]1.ClC/C=C\CCCl>>[C:21]1([P:37]([OH:43])(=[O:38])[OH:42])([P:27]([OH:32])(=[O:28])[OH:33])[CH2:26][CH2:25][CH:24]=[CH:23][CH2:22]1 |f:0.1|. Reported procedure: Using the same procedure as in Example I, tetraisopropyl methane diphosphonate is converted to tetraisopropyl 3-cyclohexene-1,1-diphosphonate by reaction with 1,5-dichloro-cis-2-pentene. The resulting ester is hydrolyzed as in Example I to yield the 3-cyclohexene-1,1-diphosphonic acid. The reactants are [Al+3], CC(=O)OC(C)=O, [Cl-], [Cl-], [Cl-], O=C(Cl)C(=O)Cl, Cl, Nc1ccc2cc3ccccc3cc2c1, C1CCOC1, S=C=S. Product: CC(=O)Nc1ccc2cc3ccccc3cc2c1. Reaction SMILES: [Al+3:30].[CH3:16][C:17](=[O:18])[O:19][C:20](=[O:21])[CH3:22].[Cl-:29].[Cl-:31].[Cl-:32].[Cl:23][C:24]([C:25]([Cl:26])=[O:27])=[O:28].[ClH:33].[NH2:1][c:2]1[cH:3][c:4]2[cH:5][c:6]3[cH:7][cH:8][cH:9][cH:10][c:11]3[cH:12][c:13]2[cH:14][cH:15]1.[O:34]1[CH2:35][CH2:36][CH2:37][CH2:38]1.[S:39]=[C:40]=[S:41]>>[NH:1]([c:2]1[cH:3][c:4]2[cH:5][c:6]3[cH:7][cH:8][cH:9][cH:10][c:11]3[cH:12][c:13]2[cH:14][cH:15]1)[C:17]([CH3:16])=[O:18].